This data is from the Open Reaction Database (ORD), a public repository of structured organic reaction records. The task is: describe an organic reaction: reactants, conditions, products, and yield Reactants: BrC1CCCC1, O=C([O-])[O-], CC1CCCN1CCCOc1ccc(C2=NC3(CCNCC3)CO2)cc1, CC#N, [I-], [K+], [K+], [K+]. Product: CC1CCCN1CCCOc1ccc(C2=NC3(CCN(C4CCCC4)CC3)CO2)cc1. RXN SMILES: [Br:27][CH:28]1[CH2:29][CH2:30][CH2:31][CH2:32]1.[C:33](=[O:34])([O-:35])[O-:36].[CH3:1][CH:2]1[N:3]([CH2:7][CH2:8][CH2:9][O:10][c:11]2[cH:12][cH:13][c:14]([C:17]3=[N:18][C:19]4([CH2:20][O:21]3)[CH2:22][CH2:23][NH:24][CH2:25][CH2:26]4)[cH:15][cH:16]2)[CH2:4][CH2:5][CH2:6]1.[CH3:41][C:42]#[N:43].[I-:40].[K+:37].[K+:38].[K+:39]>>[CH3:1][CH:2]1[N:3]([CH2:7][CH2:8][CH2:9][O:10][c:11]2[cH:12][cH:13][c:14]([C:17]3=[N:18][C:19]4([CH2:20][O:21]3)[CH2:22][CH2:23][N:24]([CH:28]3[CH2:29][CH2:30][CH2:31][CH2:32]3)[CH2:25][CH2:26]4)[cH:15][cH:16]2)[CH2:4][CH2:5][CH2:6]1. Reactants: C1(=CC=CC=C1)C1OC2=CC=C(C=C2C(C1)O)O (2-phenylchroman-4,6-diol), OC=1C=C2C(CC(OC2=CC1)C1=CC(=CC=C1)[N+](=O)[O-])=O (6-hydroxy-2-(3-nitrophenyl)chroman-4-one). The product is [N+](=O)([O-])C=1C=C(C=CC1)C1OC2=CC=C(C=C2C(C1)O)O (2-(3-Nitrophenyl)chroman-4,6-diol). Reaction SMILES: C1(C2CC(O)C3C(=CC=C(O)C=3)O2)C=CC=CC=1.[OH:19][C:20]1[CH:21]=[C:22]2[C:27](=[CH:28][CH:29]=1)[O:26][CH:25]([C:30]1[CH:35]=[CH:34][CH:33]=[C:32]([N+:36]([O-:38])=[O:37])[CH:31]=1)[CH2:24][C:23]2=[O:39]>>[N+:36]([C:32]1[CH:31]=[C:30]([CH:25]2[CH2:24][CH:23]([OH:39])[C:22]3[C:27](=[CH:28][CH:29]=[C:20]([OH:19])[CH:21]=3)[O:26]2)[CH:35]=[CH:34][CH:33]=1)([O-:38])=[O:37]. Reported procedure: 2-(3-Nitrophenyl)chroman-4,6-diol was prepared as described for 2-phenylchroman-4,6-diol in Example 8(a) starting from 6-hydroxy-2-(3-nitrophenyl)chroman-4-one. 1H NMR (400 MHz, d6-DMSO) δ: 8.89 (br s, 1H), 8.29 (s, 1H), 8.20 (dd, 1H, J 8.2, 2.3Hz), 7.93(d, 1H, J 7.9Hz), 7.71 (t, 1H, J 15.9, 7.9Hz), 6.89 (d, 1H, J 2.8 Hz), 6.66 (d, 1H, J 8.7 Hz), 6.57 (dd, 1H, J 8.7, 2.9 Hz), 5.47 (br s, 1H), 5.33 (d, 1H, J 10.7 Hz), 4.88-4.92 (m, 1H), 2.33-2.39 (m, 1H), 1.83-1.92 (m, 1H). The product is C=CCOc1cc(NC(=O)C(C)(C)C)ccc1C#N. Reaction SMILES: [C:16]([C:17]([CH3:18])([CH3:19])[CH3:20])(=[O:21])[Cl:22].[CH2:1]([CH:2]=[CH2:3])[O:4][c:5]1[c:6]([C:7]#[N:8])[cH:9][cH:10][c:11]([NH2:13])[cH:12]1.[Cl:23][CH2:24][Cl:25].[Na+:15].[OH-:14]>>[CH2:1]([CH:2]=[CH2:3])[O:4][c:5]1[c:6]([C:7]#[N:8])[cH:9][cH:10][c:11]([NH:13][C:16]([C:17]([CH3:18])([CH3:19])[CH3:20])=[O:21])[cH:12]1. The reactants are CC(C)(C)C(=O)Cl, C=CCOc1cc(N)ccc1C#N, ClCCl, [Na+], [OH-]. Starting materials: C=1(C(O)=CC=CC1)OC (guaiacol), ClCCCl (1,2-dichloroethane), [OH-].[K+] (potassium hydroxide). The product is ClCCOC1=C(C=CC=C1)OC (1-(2-Chloroethoxy)-2-methoxy benzene). Yield: 52.2%. RXN SMILES: [C:1]1([O:8][CH3:9])[C:2](=[CH:4][CH:5]=[CH:6][CH:7]=1)[OH:3].[Cl:10][CH2:11][CH2:12]Cl.[OH-].[K+]>>[Cl:10][CH2:11][CH2:12][O:3][C:2]1[CH:4]=[CH:5][CH:6]=[CH:7][C:1]=1[O:8][CH3:9] |f:2.3|. Procedure details: A mixture of 52.88 g (0.426 mol) of guaiacol (34), 50 ml (0.426 mol) of 1,2-dichloroethane, 88.3 g (0.639 mol) of potassium hydroxide and heated at reflux for 24 h. The mixture was concentrated and extracted into ethyl acetate and evaporate the solvent and purified by column chromatography to gave 41.47 g (52%) of 1-(2-Chloroethoxy)-2-methoxy benzene (35) as a white solid, mp 42-43° C. Starting materials: ClC(Cl)Cl, COC(=O)c1cnc2c(c1)NCCO2, O=S(=O)(Cl)Cl. Product: COC(=O)c1cnc2c(c1)N(S(=O)(=O)Cl)CCO2. RXN SMILES: [Cl:20][CH:21]([Cl:22])[Cl:23].[NH:1]1[c:2]2[c:3]([n:7][cH:8][c:9]([C:11](=[O:12])[O:13][CH3:14])[cH:10]2)[O:4][CH2:5][CH2:6]1.[S:15](=[O:16])(=[O:17])([Cl:18])[Cl:19]>>[N:1]1([S:15](=[O:16])(=[O:17])[Cl:18])[c:2]2[c:3]([n:7][cH:8][c:9]([C:11](=[O:12])[O:13][CH3:14])[cH:10]2)[O:4][CH2:5][CH2:6]1. Reactants: CCC(Oc1ccc(C(=O)C(Cc2ccc(OC)cc2)NC(=O)c2ccc(C(=N)N)cc2)cc1)C(=O)O, CCO, Cl, I, [Na+], [OH-], O. The product is COc1ccc(CC(NC(=O)c2ccc(C(=N)N)cc2)C(=O)c2ccc(OCC(=O)O)cc2)cc1. RXN SMILES: [CH2:2]([CH3:3])[CH:4]([C:5](=[O:6])[OH:7])[O:8][c:9]1[cH:10][cH:11][c:12]([C:15]([CH:16]([CH2:17][c:18]2[cH:19][cH:20][c:21]([O:24][CH3:25])[cH:22][cH:23]2)[NH:26][C:27]([c:28]2[cH:29][cH:30][c:31]([C:34](=[NH:35])[NH2:36])[cH:32][cH:33]2)=[O:37])=[O:38])[cH:13][cH:14]1.[CH3:43][CH2:44][OH:45].[ClH:1].[IH:39].[Na+:41].[OH-:40].[OH2:42]>>[CH2:4]([C:5](=[O:6])[OH:7])[O:8][c:9]1[cH:10][cH:11][c:12]([C:15]([CH:16]([CH2:17][c:18]2[cH:19][cH:20][c:21]([O:24][CH3:25])[cH:22][cH:23]2)[NH:26][C:27]([c:28]2[cH:29][cH:30][c:31]([C:34](=[NH:35])[NH2:36])[cH:32][cH:33]2)=[O:37])=[O:38])[cH:13][cH:14]1. The reactants are C(C)OC(C1=CC(=C(C=C1)OC)SC1=C(NC2=CC(=CC=C12)Cl)C)=O (3-(6-chloro-2-methyl-1H-indol-3-ylsulfanyl)-4-methoxy-benzoic acid ethyl ester), BrC=1C=NN(C1)C (4-bromo-1-methylpyrazole). Procedure: Prepared according to the procedure described in Example 40, Step 6, using the following starting materials: 3-(6-chloro-2-methyl-1H-indol-3-ylsulfanyl)-4-methoxy-benzoic acid ethyl ester and 4-bromo-1-methylpyrazole. The product is C(C)OC(C1=CC(=C(C=C1)OC)SC1=C(N(C2=CC(=CC=C12)Cl)C=1C=NN(C1)C)C)=O (3-[6-Chloro-2-methyl-1-(1-methyl-1H-pyrazol-4-yl)-1H-indol-3-ylsulfanyl]-4-methoxy-benzoic acid ethyl ester). As a reaction SMILES: [CH2:1]([O:3][C:4](=[O:25])[C:5]1[CH:10]=[CH:9][C:8]([O:11][CH3:12])=[C:7]([S:13][C:14]2[C:22]3[C:17](=[CH:18][C:19]([Cl:23])=[CH:20][CH:21]=3)[NH:16][C:15]=2[CH3:24])[CH:6]=1)[CH3:2].Br[C:27]1[CH:28]=[N:29][N:30]([CH3:32])[CH:31]=1>>[CH2:1]([O:3][C:4](=[O:25])[C:5]1[CH:10]=[CH:9][C:8]([O:11][CH3:12])=[C:7]([S:13][C:14]2[C:22]3[C:17](=[CH:18][C:19]([Cl:23])=[CH:20][CH:21]=3)[N:16]([C:27]3[CH:28]=[N:29][N:30]([CH3:32])[CH:31]=3)[C:15]=2[CH3:24])[CH:6]=1)[CH3:2].